From a dataset of the Open Reaction Database (ORD), a public repository of structured organic reaction records. describe an organic reaction: reactants, conditions, products, and yield The reactants are C(C=C)(=O)Cl (acryloyl chloride), C1(=CC=CC=C1)C(C)(C)SCCO (2-(2-Phenylpropan-2-ylthio)ethanol), C(C=C)(=O)Cl (acryloyl chloride), ClCCl (Dichloromethane), CCN(C(C)C)C(C)C (DIPEA). Solvent: CO (methanol), CO (methanol). Run at temperature -77 celsius, time 8 hour. Product: C(C=C)(=O)OCCSC(C)(C)C1=CC=CC=C1 (2-(2-phenylpropan-2-ylthio)ethyl acrylate). As a reaction SMILES: [C:1]1([C:7]([S:10][CH2:11][CH2:12][OH:13])([CH3:9])[CH3:8])[CH:6]=[CH:5][CH:4]=[CH:3][CH:2]=1.ClCCl.CCN(C(C)C)C(C)C.[C:26](Cl)(=[O:29])[CH:27]=[CH2:28]>CO>[C:26]([O:13][CH2:12][CH2:11][S:10][C:7]([C:1]1[CH:6]=[CH:5][CH:4]=[CH:3][CH:2]=1)([CH3:9])[CH3:8])(=[O:29])[CH:27]=[CH2:28]. Reported procedure: 2-(2-Phenylpropan-2-ylthio)ethanol (45.0 g, 229 mmol) was weighed into a 1 L 3-neck round-bottomed flask which was then attached to a 125 mL pressure-equalising funnel (centre-socket), a Suba-seal (side-arm) and a double layer coil condenser (side-arm) which was connected in turn to a nitrogen-vacuum manifold. The apparatus was then purge-filled with nitrogen three times. Dichloromethane (anhydrous, 300 mL) was then cannula transferred into the reaction flask. DIPEA (anhydrous, 60 mL) was then a... The reactants are Cc1ccccc1, COC(=O)c1cc(C)ccc1Br, CC(C)(C)[O-], CC(C)[Si](S)(C(C)C)C(C)C, [Na+], O=C(C=Cc1ccccc1)C=Cc1ccccc1, O=C(C=Cc1ccccc1)C=Cc1ccccc1, O=C(C=Cc1ccccc1)C=Cc1ccccc1, [Pd], [Pd], c1ccc(P(c2ccccc2)c2ccccc2Oc2ccccc2P(c2ccccc2)c2ccccc2)cc1. Product: COC(=O)c1cc(C)ccc1S[Si](C(C)C)(C(C)C)C(C)C. RXN SMILES: [CH3:125][c:126]1[cH:127][cH:128][cH:129][cH:130][cH:131]1.[CH3:1][O:2][C:3]([c:4]1[c:5]([Br:11])[cH:6][cH:7][c:8]([CH3:10])[cH:9]1)=[O:12].[CH3:52][C:53]([CH3:54])([O-:55])[CH3:56].[CH:58]([CH3:59])([CH3:60])[Si:61]([SH:62])([CH:63]([CH3:64])[CH3:65])[CH:66]([CH3:67])[CH3:68].[Na+:57].[O:107]=[C:108]([CH:109]=[CH:110][c:111]1[cH:112][cH:113][cH:114][cH:115][cH:116]1)[CH:117]=[CH:118][c:119]1[cH:120][cH:121][cH:122][cH:123][cH:124]1.[O:71]=[C:72]([CH:73]=[CH:74][c:75]1[cH:76][cH:77][cH:78][cH:79][cH:80]1)[CH:81]=[CH:82][c:83]1[cH:84][cH:85][cH:86][cH:87][cH:88]1.[O:89]=[C:90]([CH:91]=[CH:92][c:93]1[cH:94][cH:95][cH:96][cH:97][cH:98]1)[CH:99]=[CH:100][c:101]1[cH:102][cH:103][cH:104][cH:105][cH:106]1.[Pd:69].[Pd:70].[c:13]1([P:14]([c:15]2[cH:16][cH:17][cH:18][cH:19][cH:20]2)[c:21]2[cH:22][cH:23][cH:24][cH:25][c:26]2[O:27][c:28]2[cH:29][cH:30][cH:31][cH:32][c:33]2[P:34]([c:35]2[cH:36][cH:37][cH:38][cH:39][cH:40]2)[c:41]2[cH:42][cH:43][cH:44][cH:45][cH:46]2)[cH:47][cH:48][cH:49][cH:50][cH:51]1>>[CH3:1][O:2][C:3]([c:4]1[c:5]([S:62][Si:61]([CH:58]([CH3:59])[CH3:60])([CH:63]([CH3:64])[CH3:65])[CH:66]([CH3:67])[CH3:68])[cH:6][cH:7][c:8]([CH3:10])[cH:9]1)=[O:12]. Reactants: FC=1C=CC(=C2CC[C@H](C12)OC1=CC2=C([C@@H](CO2)CC(=O)OC)C=C1)B1OC(C(O1)(C)C)(C)C (methyl 2-((S)-6-((R)-7-fluoro-4-(4,4,5,5-tetramethyl-1,3,2-dioxaborolan-2-yl)-2,3-dihydro-1H-inden-1-yloxy)-2,3-dihydro-benzofuran-3-yl)acetate), BrC1=C(C=C(OCC2(COC2)C)C=C1COC)COC (3-((4-bromo-3,5-bis(methoxymethyl)phenoxy)methyl)-3-methyloxetane), BrC1=C2CC[C@H](C2=C(C=C1)F)OC1=CC2=C([C@@H](CO2)CC(=O)OC)C=C1 (Methyl 2-((S)-6-((R)-4-bromo-7-fluoro-2,3-dihydro-1H-inden-1-yloxy)-2,3-dihydrobenzofuran-3-yl)acetate). Reaction SMILES: [F:1][C:2]1[CH:3]=[CH:4][C:5](B2OC(C)(C)C(C)(C)O2)=[C:6]2[C:10]=1[C@H:9]([O:11][C:12]1[CH:25]=[CH:24][C:15]3[C@H:16]([CH2:19][C:20]([O:22][CH3:23])=[O:21])[CH2:17][O:18][C:14]=3[CH:13]=1)[CH2:8][CH2:7]2.Br[C:36]1[C:48]([CH2:49][O:50][CH3:51])=[CH:47][C:39]([O:40][CH2:41][C:42]2([CH3:46])[CH2:45][O:44][CH2:43]2)=[CH:38][C:37]=1[CH2:52][O:53][CH3:54].BrC1C=CC(F)=C2C=1CC[C@H]2OC1C=CC2[C@H](CC(OC)=O)COC=2C=1>>[CH3:54][O:53][CH2:52][C:37]1[CH:38]=[C:39]([O:40][CH2:41][C:42]2([CH3:46])[CH2:45][O:44][CH2:43]2)[CH:47]=[C:48]([CH2:49][O:50][CH3:51])[C:36]=1[C:5]1[CH:4]=[CH:3][C:2]([F:1])=[C:10]2[C:6]=1[CH2:7][CH2:8][C@H:9]2[O:11][C:12]1[CH:25]=[CH:24][C:15]2[C@H:16]([CH2:19][C:20]([O:22][CH3:23])=[O:21])[CH2:17][O:18][C:14]=2[CH:13]=1. Reported procedure: The title compound is prepared from methyl 2-((S)-6-((R)-7-fluoro-4-(4,4,5,5-tetramethyl-1,3,2-dioxaborolan-2-yl)-2,3-dihydro-1H-inden-1-yloxy)-2,3-dihydro-benzofuran-3-yl)acetate and 3-((4-bromo-3,5-bis(methoxymethyl)phenoxy)methyl)-3-methyloxetane following a procedure analogous to that described in Step 5 of Intermediate 1. LC (method 8): tR=0.72 min; Mass spectrum (ESI+): m/z=607 [M+H]+. Yields the product COCC1=C(C(=CC(=C1)OCC1(COC1)C)COC)C1=C2CC[C@H](C2=C(C=C1)F)OC1=CC2=C([C@@H](CO2)CC(=O)OC)C=C1 (Methyl 2-((S)-6-((R)-4-(2,6-bis(methoxymethyl)-4-((3-methyloxetan-3-yl)methoxy)phenyl)-7-fluoro-2,3-dihydro-1H-inden-1-yloxy)-2,3-dihydrobenzofuran-3-yl)acetate). Reactants: ClC1=C(C(=O)Cl)C=CC=C1 (2-chlorobenzoyl chloride), NC1=CC=C(C(=O)N2CC=3N(CC4=C2C=CC=C4)C=CC3)C=C1 (10,11-dihydro-10-(4-aminobenzoyl)-5H-pyrrolo[2,1-c][1,4]benzodiazepine). Solvent: C(Cl)Cl (methylene chloride), C(Cl)Cl (methylene chloride). Run at time 3 minute. Yields the product C=1C=CN2C1CN(C1=C(C2)C=CC=C1)C(=O)C1=CC=C(C=C1)NC(C1=C(C=CC=C1)Cl)=O (N-[4-(5H-pyrrolo[2,1-c][1,4]benzodiazepin-10(11H)-ylcarbonyl)phenyl]-2-chlorobenzamide). Yield: 72.1%. As a reaction SMILES: [Cl:1][C:2]1[CH:10]=[CH:9][CH:8]=[CH:7][C:3]=1[C:4](Cl)=[O:5].[NH2:11][C:12]1[CH:33]=[CH:32][C:15]([C:16]([N:18]2[C:24]3[CH:25]=[CH:26][CH:27]=[CH:28][C:23]=3[CH2:22][N:21]3[CH:29]=[CH:30][CH:31]=[C:20]3[CH2:19]2)=[O:17])=[CH:14][CH:13]=1>C(Cl)Cl>[CH:31]1[CH:30]=[CH:29][N:21]2[CH2:22][C:23]3[CH:28]=[CH:27][CH:26]=[CH:25][C:24]=3[N:18]([C:16]([C:15]3[CH:14]=[CH:13][C:12]([NH:11][C:4](=[O:5])[C:3]4[CH:7]=[CH:8][CH:9]=[CH:10][C:2]=4[Cl:1])=[CH:33][CH:32]=3)=[O:17])[CH2:19][C:20]=12. Procedure details: To a solution of 347 mg of 2-chlorobenzoyl chloride in 5 ml of methylene chloride at 0° C. is added 346 μl of triethylamineo After stirring for 3 minutes, 500 mg of 10,11-dihydro-10-(4-aminobenzoyl)-5H-pyrrolo[2,1-c][1,4]benzodiazepine is added. The bath is removed and the reaction mixture stirred at room temperature for 18 hours. The volatiles are concentrated in vacuo to give a residue which is dissolved in methylene chloride, washed with water, 2N citric acid, 1M NaHCO3 and brine. The organic... The reactants are C(C)OC(=O)C1=C(N=C(S1)N)C1=CC(=CC=C1)Cl (2-amino-4-(3-chloro-phenyl)-thiazole-5-carboxylic acid ethyl ester), C([O-])([O-])=O.[Cs+].[Cs+] (cesium carbonate), CN(C=O)C (dimethylformamide), COC(C1=CC(=C(C=C1)[N+](=O)[O-])F)OC (4-dimethoxymethyl-2-fluoro-1-nitro-benzene). Solvent: O (water). Product: C(C)OC(=O)C1=C(N=C(S1)NC1=C(C=CC(=C1)C(OC)OC)[N+](=O)[O-])C1=CC(=CC=C1)Cl (4-(3-chloro-phenyl)-2-(5-dimethoxymethyl-2-nitro-phenylamino)-thiazole-5-carboxylic acid ethyl ester). The yield is 71.1%. Reaction SMILES: [CH2:1]([O:3][C:4]([C:6]1[S:10][C:9]([NH2:11])=[N:8][C:7]=1[C:12]1[CH:17]=[CH:16][CH:15]=[C:14]([Cl:18])[CH:13]=1)=[O:5])[CH3:2].C(=O)([O-])[O-].[Cs+].[Cs+].CN(C)C=O.[CH3:30][O:31][CH:32]([O:43][CH3:44])[C:33]1[CH:38]=[CH:37][C:36]([N+:39]([O-:41])=[O:40])=[C:35](F)[CH:34]=1>O>[CH2:1]([O:3][C:4]([C:6]1[S:10][C:9]([NH:11][C:35]2[CH:34]=[C:33]([CH:32]([O:43][CH3:44])[O:31][CH3:30])[CH:38]=[CH:37][C:36]=2[N+:39]([O-:41])=[O:40])=[N:8][C:7]=1[C:12]1[CH:17]=[CH:16][CH:15]=[C:14]([Cl:18])[CH:13]=1)=[O:5])[CH3:2] |f:1.2.3|. Procedure: A mixture of 2.82 g (10 mmole) of 2-amino-4-(3-chloro-phenyl)-thiazole-5-carboxylic acid ethyl ester, 9.75 g (30 mmole) of cesium carbonate, 20 mL of dimethylformamide, and 2.15 g (10 mmole) of 4-dimethoxymethyl-2-fluoro-1-nitro-benzene was heated at 80 degrees for 1 hour. The cooled mixture was diluted with 200 mL of water and extracted three times with 100 mL of dichloromethane. The combined organic layers were washed with brine, dried over anhydrous magnesium sulfate, filtered and concentrate... The reactants are CC(C1=CC=CC=C1)(C)NC([C@H](COCC1=CC=CC=C1)NC(C1=CC=CC=C1)=O)=O ((2S)-N-(α,α-Dimethylbenzyl)-2-benzoylamino-3-benzyloxypropionamide), [H][H] (hydrogen). Reagents/catalysts: [Pd] (palladium-on-carbon). The solvent is C(C)(=O)O (acetic acid), C(C)O (ethanol). Product: CC(C1=CC=CC=C1)(C)NC([C@H](CO)NC(C1=CC=CC=C1)=O)=O ((2S)-N-(α,α-Dimethylbenzyl)-3-hydroxy-2-(benzoylamino)propionamide). Isolated yield 89.3%. As a reaction SMILES: [CH3:1][C:2]([NH:10][C:11](=[O:31])[C@@H:12]([NH:22][C:23](=[O:30])[C:24]1[CH:29]=[CH:28][CH:27]=[CH:26][CH:25]=1)[CH2:13][O:14]CC1C=CC=CC=1)([CH3:9])[C:3]1[CH:8]=[CH:7][CH:6]=[CH:5][CH:4]=1.[H][H]>C(O)(=O)C.C(O)C.[Pd]>[CH3:9][C:2]([NH:10][C:11](=[O:31])[C@@H:12]([NH:22][C:23](=[O:30])[C:24]1[CH:29]=[CH:28][CH:27]=[CH:26][CH:25]=1)[CH2:13][OH:14])([CH3:1])[C:3]1[CH:4]=[CH:5][CH:6]=[CH:7][CH:8]=1. Reported procedure: 2.0 g of (2S)-N-(α,α-dimethylbenzyl)-2-benzoylamino-3-benzyloxypropionamide (prepared as described in Example 5) was catalytically reduced with hydrogen gas in the presence of 0.4 g of 10% w/w palladium-on-carbon in a mixture of 4 ml of acetic acid and 60 ml of ethanol. After completion of the reaction, the catalyst was filtered off and the solvent was distilled off. Recrystallization of the resulting residue from acetic acid and hexane gave 1.4 g of the title compound, melting at 152°-153° C. The reactants are C1COCCO1, CCO, Cl, [Li+], [OH-], O, O, CCOC(=O)c1ccc(-c2ccc(OCCO)cc2)c(C)c1. The product is Cc1cc(C(=O)O)ccc1-c1ccc(OCCO)cc1. As a reaction SMILES: [CH2:31]1[O:32][CH2:33][CH2:34][O:35][CH2:36]1.[CH3:26][CH2:27][OH:28].[ClH:29].[Li+:3].[OH-:2].[OH2:1].[OH2:30].[OH:4][CH2:5][CH2:6][O:7][c:8]1[cH:9][cH:10][c:11](-[c:14]2[c:15]([CH3:25])[cH:16][c:17]([C:20](=[O:21])[O:22][CH2:23][CH3:24])[cH:18][cH:19]2)[cH:12][cH:13]1>>[OH:4][CH2:5][CH2:6][O:7][c:8]1[cH:9][cH:10][c:11](-[c:14]2[c:15]([CH3:25])[cH:16][c:17]([C:20](=[O:21])[OH:22])[cH:18][cH:19]2)[cH:12][cH:13]1. Reactants: C(C)(C)(C)OC(CN1C=CC2=C(C=CC=C12)OCC1=C(N=C(S1)C1=CC=C(C=C1)C(F)(F)F)C)=O ({4-[4-methyl-2-(4-trifluoromethyl-phenyl)-thiazol-5-ylmethoxy]-indol-1-yl}-acetic acid tert-butyl ester), FC(C(=O)O)(F)F (trifluoroacetic acid). Run in ClCCl (dichloromethane). Reaction conditions: time 2 hour. Product: CC=1N=C(SC1COC1=C2C=CN(C2=CC=C1)CC(=O)O)C1=CC=C(C=C1)C(F)(F)F ({4-[4-Methyl-2-(4-trifluoromethyl-phenyl)-thiazol-5-ylmethoxy]-indol-1-yl}-acetic acid). The yield is 11.1%. RXN SMILES: C([O:5][C:6](=[O:35])[CH2:7][N:8]1[C:16]2[C:11](=[C:12]([O:17][CH2:18][C:19]3[S:23][C:22]([C:24]4[CH:29]=[CH:28][C:27]([C:30]([F:33])([F:32])[F:31])=[CH:26][CH:25]=4)=[N:21][C:20]=3[CH3:34])[CH:13]=[CH:14][CH:15]=2)[CH:10]=[CH:9]1)(C)(C)C.FC(F)(F)C(O)=O>ClCCl>[CH3:34][C:20]1[N:21]=[C:22]([C:24]2[CH:25]=[CH:26][C:27]([C:30]([F:33])([F:31])[F:32])=[CH:28][CH:29]=2)[S:23][C:19]=1[CH2:18][O:17][C:12]1[CH:13]=[CH:14][CH:15]=[C:16]2[C:11]=1[CH:10]=[CH:9][N:8]2[CH2:7][C:6]([OH:35])=[O:5]. Procedure: To a solution of {4-[4-methyl-2-(4-trifluoromethyl-phenyl)-thiazol-5-ylmethoxy]-indol-1-yl}-acetic acid tert-butyl ester (50 mg, 99 μmol) in dichloromethane (4 ml) was added trifluoroacetic acid (1 ml). The reaction mixture was stirred for 2 h at ambient temperature. The solvent was removed under reduced pressure and the residue purified by preparative HPLC to give 5 mg (11 μmol, 11%) of the title compound as light yellow solid. The reactants are C(C)(C)(C)OC(=O)N1CCN(CC1)C1=CC=C(C=C1)[C@H](C)N(CCC1=C(C=C(C(=C1)OC)[N+](=O)[O-])Cl)C(=O)OC(C)(C)C (4-[4-((S)-1-{tert-butoxycarbonyl-[2-(2-chloro-5-methoxy-4-nitro-phenyl)-ethyl]amino}-ethyl)phenyl]-piperazine-1-carboxylic acid tert-butyl ester), [NH4+].[Cl-] (NH4Cl). The reagents and catalysts are [Zn] (zinc). Solvent: CO (methanol). Reaction conditions: temperature 80 celsius, time 2 hour. Product: C(C)(C)(C)OC(=O)N1CCN(CC1)C1=CC=C(C=C1)[C@H](C)N(C(=O)OC(C)(C)C)CCC1=C(C=C(C(=C1)OC)N)Cl (4-[4-((S)-1-{[2-(4-Amino-2-chloro-5-methoxy-phenyl)-ethyl]-tert-butoxycarbonyl-amino}-ethyl)-phenyl]-piperazine-1-carboxylic acid tert-butyl ester). Isolated yield 89.7%. Reaction SMILES: [C:1]([O:5][C:6]([N:8]1[CH2:13][CH2:12][N:11]([C:14]2[CH:19]=[CH:18][C:17]([C@@H:20]([N:22]([C:37]([O:39][C:40]([CH3:43])([CH3:42])[CH3:41])=[O:38])[CH2:23][CH2:24][C:25]3[CH:30]=[C:29]([O:31][CH3:32])[C:28]([N+:33]([O-])=O)=[CH:27][C:26]=3[Cl:36])[CH3:21])=[CH:16][CH:15]=2)[CH2:10][CH2:9]1)=[O:7])([CH3:4])([CH3:3])[CH3:2].[NH4+].[Cl-]>CO.[Zn]>[C:1]([O:5][C:6]([N:8]1[CH2:13][CH2:12][N:11]([C:14]2[CH:19]=[CH:18][C:17]([C@@H:20]([N:22]([CH2:23][CH2:24][C:25]3[CH:30]=[C:29]([O:31][CH3:32])[C:28]([NH2:33])=[CH:27][C:26]=3[Cl:36])[C:37]([O:39][C:40]([CH3:42])([CH3:43])[CH3:41])=[O:38])[CH3:21])=[CH:16][CH:15]=2)[CH2:10][CH2:9]1)=[O:7])([CH3:2])([CH3:3])[CH3:4] |f:1.2|. Reported procedure: To a solution of 4-[4-((S)-1-{tert-butoxycarbonyl-[2-(2-chloro-5-methoxy-4-nitro-phenyl)-ethyl]amino}-ethyl)phenyl]-piperazine-1-carboxylic acid tert-butyl ester (0.32 g, 0.53 mmol) in methanol (12 mL), a saturated solution of NH4Cl (8 mL) and zinc powder (0.175 g, 2.66 mmol) were added at room temperature and the reaction was stirred at 80° C. for 2 hours. The mixture was allowed to cool to room temperature and then filtered through cotton wool. Water (50 mL) was added and the mixture extracted...